Dataset: the Open Reaction Database (ORD), a public repository of structured organic reaction records. Task: describe an organic reaction: reactants, conditions, products, and yield Reactants: C(C)(C)(C)S(=O)(=O)CC=1C=C(C=CC1Cl)B1OC(C(O1)(C)C)(C)C (2-{3-[(tert-butylsulfonyl)methyl]-4-chlorophenyl}-4,4,5,5-tetramethyl-1,3,2-dioxaborolane), palladium tetrakistriphenylphosphine, COCCCOC=1C=C(C=CC1OS(=O)(=O)C(F)(F)F)CCC(=O)OCC (Ethyl 3-[3-(3-methoxypropoxy)-4-{[(trifluoromethyl)sulfonyl]oxy}phenyl]propanoate), [F-].[Cs+] (Cesium fluoride). The solvent is COCCOC (1,2-dimethoxyethane), C(C)O (ethanol). The product is C(C)(C)(C)S(=O)(=O)CC=1C=C(C=CC1Cl)C1=C(C=C(C=C1)CCC(=O)OCC)OCCCOC (Ethyl 3-{3′-[(tert-butylsulfonyl)methyl]-4′-chloro-2-(3-methoxypropoxy)biphenyl-4-yl}propanoate). The yield is 39.1%. As a reaction SMILES: [CH3:1][O:2][CH2:3][CH2:4][CH2:5][O:6][C:7]1[CH:8]=[C:9]([CH2:21][CH2:22][C:23]([O:25][CH2:26][CH3:27])=[O:24])[CH:10]=[CH:11][C:12]=1OS(C(F)(F)F)(=O)=O.[C:28]([S:32]([CH2:35][C:36]1[CH:37]=[C:38](B2OC(C)(C)C(C)(C)O2)[CH:39]=[CH:40][C:41]=1[Cl:42])(=[O:34])=[O:33])([CH3:31])([CH3:30])[CH3:29].[F-].[Cs+]>COCCOC.C(O)C>[C:28]([S:32]([CH2:35][C:36]1[CH:37]=[C:38]([C:12]2[CH:11]=[CH:10][C:9]([CH2:21][CH2:22][C:23]([O:25][CH2:26][CH3:27])=[O:24])=[CH:8][C:7]=2[O:6][CH2:5][CH2:4][CH2:3][O:2][CH3:1])[CH:39]=[CH:40][C:41]=1[Cl:42])(=[O:34])=[O:33])([CH3:31])([CH3:29])[CH3:30] |f:2.3|. Procedure details: Ethyl 3-[3-(3-methoxypropoxy)-4-{[(trifluoromethyl)sulfonyl]oxy}phenyl]propanoate (1.1 g, 2.65 mmol) was dissolved in 1,2-dimethoxyethane (15.7 ml) and ethanol (1.5 ml). 2-{3-[(tert-butylsulfonyl)methyl]-4-chlorophenyl}-4,4,5,5-tetramethyl-1,3,2-dioxaborolane (1.09 g, 2.92 mmol) was added and argon was bubbled in the solution for 10 minutes. Cesium fluoride (0.89 g, 5.84 mmol) and palladium tetrakistriphenylphosphine (0.153 g, 0.13 mmol) were: added for 2.5 hours. After cooling to room temperatu... The reactants are C(C)(C)(C)N1CCC(CC1)NC1=CC(=C2CN(C(N(C2=C1)C1=C(C=CC=C1Cl)Cl)=O)CC1=CC=C(C=C1)OC)C1=C(C=CC=C1)Cl (7-[(1-tert-butylpiperidin-4-yl)amino]-5-(2-chlorophenyl)-1-(2,6-dichlorophenyl)-3-(4-methoxybenzyl)-3,4-dihydroquinazolin-2(1H)-one), FC(C(=O)[O-])(F)F (Trifluoroacetate). Product: C(C)(C)(C)N1CCC(CC1)NC1=CC(=C2CNC(N(C2=C1)C1=C(C=CC=C1Cl)Cl)=O)C1=C(C=CC=C1)Cl (7-[(1-tert-butylpiperidin-4-yl)amino]-5-(2-chlorophenyl)-1-(2,6-dichlorophenyl)-3,4-dihydroquinazolin-2(1H)-one). As a reaction SMILES: [C:1]([N:5]1[CH2:10][CH2:9][CH:8]([NH:11][C:12]2[CH:21]=[C:20]3[C:15]([CH2:16][N:17](CC4C=CC(OC)=CC=4)[C:18](=[O:30])[N:19]3[C:22]3[C:27]([Cl:28])=[CH:26][CH:25]=[CH:24][C:23]=3[Cl:29])=[C:14]([C:40]3[CH:45]=[CH:44][CH:43]=[CH:42][C:41]=3[Cl:46])[CH:13]=2)[CH2:7][CH2:6]1)([CH3:4])([CH3:3])[CH3:2].FC(F)(F)C([O-])=O>>[C:1]([N:5]1[CH2:10][CH2:9][CH:8]([NH:11][C:12]2[CH:21]=[C:20]3[C:15]([CH2:16][NH:17][C:18](=[O:30])[N:19]3[C:22]3[C:27]([Cl:28])=[CH:26][CH:25]=[CH:24][C:23]=3[Cl:29])=[C:14]([C:40]3[CH:45]=[CH:44][CH:43]=[CH:42][C:41]=3[Cl:46])[CH:13]=2)[CH2:7][CH2:6]1)([CH3:4])([CH3:2])[CH3:3]. Reported procedure: The 7-[(1-tert-butylpiperidin-4-yl)amino]-5-(2-chlorophenyl)-1-(2,6-dichlorophenyl)-3,4-dihydroquinazolin-2(1H)-one was prepared from 7-[(1-tert-butylpiperidin-4-yl)amino]-5-(2-chlorophenyl)-1-(2,6-dichlorophenyl)-3-(4-methoxybenzyl)-3,4-dihydroquinazolin-2(1H)-one by a procedure analogous to that described in COMPOUND CCC3, STEP F. Mass spectrum (ESI) 557 (M+1). Trifluoroacetate salt 1H NMR (500 MHz, CDCl3): selected peaks δ 1.08 (s, 9H); 1.41 (m, 2H); 1.98 (d, J=4.6 Hz, 2H); 2.17 (brs, 2H); 2.... The reactants are Cc1cc(N2CCC(CN3CCCC3C)C2)ccc1N, Cc1nc2cc(C(=O)O)ccc2[nH]1, CN1CCOCC1, CCN=C=NCCCN(C)C, CN(C)C=O, ClCCl, On1nnc2ccccc21. Product: Cc1nc2cc(C(=O)Nc3ccc(N4CCC(CN5CCCC5C)C4)cc3C)ccc2[nH]1. As a reaction SMILES: [CH3:1][c:2]1[c:3]([NH2:20])[cH:4][cH:5][c:6]([N:8]2[CH2:9][CH:10]([CH2:13][N:14]3[CH:15]([CH3:19])[CH2:16][CH2:17][CH2:18]3)[CH2:11][CH2:12]2)[cH:7]1.[CH3:21][c:22]1[n:23][c:24]2[c:25]([nH:26]1)[cH:27][cH:28][c:29]([C:31](=[O:32])[OH:33])[cH:30]2.[CH3:34][N:35]1[CH2:36][CH2:37][O:38][CH2:39][CH2:40]1.[CH3:51][N:52]([CH3:53])[CH2:54][CH2:55][CH2:56][N:57]=[C:58]=[N:59][CH2:60][CH3:61].[CH3:65][N:66]([CH3:67])[CH:68]=[O:69].[Cl:62][CH2:63][Cl:64].[OH:41][n:42]1[c:43]2[cH:44][cH:45][cH:46][cH:47][c:48]2[n:49][n:50]1>>[CH3:1][c:2]1[c:3]([NH:20][C:31]([c:29]2[cH:28][cH:27][c:25]3[c:24]([n:23][c:22]([CH3:21])[nH:26]3)[cH:30]2)=[O:32])[cH:4][cH:5][c:6]([N:8]2[CH2:9][CH:10]([CH2:13][N:14]3[CH:15]([CH3:19])[CH2:16][CH2:17][CH2:18]3)[CH2:11][CH2:12]2)[cH:7]1. The product is FC(OC=1C=C(C=CC1OC(F)F)[C@H](CC1=CC=NC=C1)C1=CC=C(C=C1)NC(SC)=NC#N)F ((R)-4-{2-[3,4-Bis(difluoromethoxy)phenyl]-2-(4-{[(cyanoimino)(methylsulphanyl)methyl]amino}phenyl)ethyl}pyridine). Reaction SMILES: [F:1][CH:2]([F:29])[O:3][C:4]1[CH:5]=[C:6]([C@@H:14]([C:22]2[CH:28]=[CH:27][C:25]([NH2:26])=[CH:24][CH:23]=2)[CH2:15][C:16]2[CH:21]=[CH:20][N:19]=[CH:18][CH:17]=2)[CH:7]=[CH:8][C:9]=1[O:10][CH:11]([F:13])[F:12].[CH3:30][S:31][C:32](=[N:35][C:36]#[N:37])SC.C(OCC)(=O)C>C(O)C>[F:29][CH:2]([F:1])[O:3][C:4]1[CH:5]=[C:6]([C@@H:14]([C:22]2[CH:23]=[CH:24][C:25]([NH:26][C:32](=[N:35][C:36]#[N:37])[S:31][CH3:30])=[CH:27][CH:28]=2)[CH2:15][C:16]2[CH:17]=[CH:18][N:19]=[CH:20][CH:21]=2)[CH:7]=[CH:8][C:9]=1[O:10][CH:11]([F:12])[F:13]. Run in C(C)O (ethanol). Reactants: FC(OC=1C=C(C=CC1OC(F)F)[C@H](CC1=CC=NC=C1)C1=CC=C(N)C=C1)F (4-[1-(R)-(3,4 bis(difluoromethoxy)phenyl)-2-(4-pyridinyl)ethyl]aniline), CSC(SC)=NC#N (dimethylcyanodithioimidocarbonate), C(C)(=O)OCC (ethyl acetate). Reported procedure: To a solution of 4-[1-(R)-(3,4 bis(difluoromethoxy)phenyl)-2-(4-pyridinyl)ethyl]aniline (1.8 g, 4.4 mmol) in ethanol (20 ml) at room temperature was added dimethylcyanodithioimidocarbonate (1.3 g, 8.9 mmol). The mixture was heated at 70° for 72 h, cooled and the solvent removed in vacuo to give a yellow foam. The foam was subjected to flash chromatography (SiO2 ; eluant ethyl acetate) to give the title compound as a yellow foam (1.2 g). 1Hnmr (300 MHz, CDCl3) δ 2.46 (3H, s), 3.30 (2H, d, J 7.98 ... Isolated yield 54.1%.